From a dataset of the Open Reaction Database (ORD), a public repository of structured organic reaction records. describe an organic reaction: reactants, conditions, products, and yield Starting materials: CCI, CN(C)C=O, CCOC(C)=O, CCOC(=O)Nc1ccc(C(F)(F)F)cc1CN(Cc1cc(C(F)(F)F)cc(C(F)(F)F)c1)c1ncc(Br)cn1, [H-], [Na+], O. Product: CCOC(=O)N(CC)c1ccc(C(F)(F)F)cc1CN(Cc1cc(C(F)(F)F)cc(C(F)(F)F)c1)c1ncc(Br)cn1. RXN SMILES: [CH2:43]([CH3:44])[I:45].[CH3:47][N:48]([CH3:49])[CH:50]=[O:51].[CH3:52][CH2:53][O:54][C:55](=[O:56])[CH3:57].[F:1][C:2]([c:3]1[cH:4][c:5]([CH2:6][N:7]([c:8]2[n:9][cH:10][c:11]([Br:14])[cH:12][n:13]2)[CH2:15][c:16]2[c:17]([NH:26][C:27]([O:28][CH2:29][CH3:30])=[O:31])[cH:18][cH:19][c:20]([C:22]([F:23])([F:24])[F:25])[cH:21]2)[cH:32][c:33]([C:35]([F:36])([F:37])[F:38])[cH:34]1)([F:39])[F:40].[H-:41].[Na+:42].[OH2:46]>>[F:1][C:2]([c:3]1[cH:4][c:5]([CH2:6][N:7]([c:8]2[n:9][cH:10][c:11]([Br:14])[cH:12][n:13]2)[CH2:15][c:16]2[c:17]([N:26]([C:27]([O:28][CH2:29][CH3:30])=[O:31])[CH2:43][CH3:44])[cH:18][cH:19][c:20]([C:22]([F:23])([F:24])[F:25])[cH:21]2)[cH:32][c:33]([C:35]([F:36])([F:37])[F:38])[cH:34]1)([F:39])[F:40]. The reactants are CCOC(=O)CCCOCCOCCOCCOC, [Cl-], Cl, [Na+], [Na+], [OH-]. Product: COCCOCCOCCOCCCC(=O)O. RXN SMILES: [CH2:1]([CH3:2])[O:3][C:4]([CH2:5][CH2:6][CH2:7][O:8][CH2:9][CH2:10][O:11][CH2:12][CH2:13][O:14][CH2:15][CH2:16][O:17][CH3:18])=[O:19].[Cl-:23].[ClH:20].[Na+:22].[Na+:24].[OH-:21]>>[O:3]=[C:4]([CH2:5][CH2:6][CH2:7][O:8][CH2:9][CH2:10][O:11][CH2:12][CH2:13][O:14][CH2:15][CH2:16][O:17][CH3:18])[OH:19]. The reactants are CC(C)Br, CN(C)C=O, CC(C)N1CCN(C(=O)c2ccc3[nH]c(C(=O)N4CCC(F)(F)CC4)cc3c2)CC1, [H-], [Na+]. Product: CC(C)N1CCN(C(=O)c2ccc3c(c2)cc(C(=O)N2CCC(F)(F)CC2)n3C(C)C)CC1. Reaction SMILES: [Br:33][CH:34]([CH3:35])[CH3:36].[CH3:37][N:38]([CH3:39])[CH:40]=[O:41].[F:1][C:2]1([F:30])[CH2:3][CH2:4][N:5]([C:8](=[O:9])[c:10]2[nH:11][c:12]3[cH:13][cH:14][c:15]([C:19](=[O:20])[N:21]4[CH2:22][CH2:23][N:24]([CH:27]([CH3:28])[CH3:29])[CH2:25][CH2:26]4)[cH:16][c:17]3[cH:18]2)[CH2:6][CH2:7]1.[H-:31].[Na+:32]>>[F:1][C:2]1([F:30])[CH2:3][CH2:4][N:5]([C:8](=[O:9])[c:10]2[n:11]([CH:34]([CH3:35])[CH3:36])[c:12]3[cH:13][cH:14][c:15]([C:19](=[O:20])[N:21]4[CH2:22][CH2:23][N:24]([CH:27]([CH3:28])[CH3:29])[CH2:25][CH2:26]4)[cH:16][c:17]3[cH:18]2)[CH2:6][CH2:7]1. Starting materials: C(C)(C)(C)NC(=O)C1C(CCC(C1)OC)CC(C(CC1=CC=CC=C1)NC(C(CS(=O)C1=CC2=CC=CC=C2C=C1)NS(=O)(=O)C)=O)O (2-{2-hydroxy-3-[2-methanesulfonylamino-3-(naphthalen-2-sulfinyl)-propionylamino]-4-phenyl-butyl}-5-methoxy-cyclohexanecarboxylic acid tert-butylamide), ClC1=CC(=CC=C1)C(=O)OO (meta-chloroperbenzoic acid). Solvent: ClCCl (dichloromethane), ClCCl (dichloromethane). Reaction conditions: time 2 hour. The product is C(C)(C)(C)NC(=O)C1C(CCC(C1)OC)CC(C(CC1=CC=CC=C1)NC(C(CS(=O)(=O)C1=CC2=CC=CC=C2C=C1)NS(=O)(=O)C)=O)O (2-{2-hydroxy-3-[2-methanesulfonylamino-3-(naphthalen-2-sulfonyl)-propionylamino]-4-phenyl-butyl}-5-methoxy-cyclohexanecarboxylic acid tert-butylamide). Yield: 92.0%. As a reaction SMILES: [C:1]([NH:5][C:6]([CH:8]1[CH2:13][CH:12]([O:14][CH3:15])[CH2:11][CH2:10][CH:9]1[CH2:16][CH:17]([OH:48])[CH:18]([NH:26][C:27](=[O:47])[CH:28]([NH:42][S:43]([CH3:46])(=[O:45])=[O:44])[CH2:29][S:30]([C:32]1[CH:41]=[CH:40][C:39]2[C:34](=[CH:35][CH:36]=[CH:37][CH:38]=2)[CH:33]=1)=[O:31])[CH2:19][C:20]1[CH:25]=[CH:24][CH:23]=[CH:22][CH:21]=1)=[O:7])([CH3:4])([CH3:3])[CH3:2].ClC1C=CC=C(C(OO)=[O:57])C=1>ClCCl>[C:1]([NH:5][C:6]([CH:8]1[CH2:13][CH:12]([O:14][CH3:15])[CH2:11][CH2:10][CH:9]1[CH2:16][CH:17]([OH:48])[CH:18]([NH:26][C:27](=[O:47])[CH:28]([NH:42][S:43]([CH3:46])(=[O:45])=[O:44])[CH2:29][S:30]([C:32]1[CH:41]=[CH:40][C:39]2[C:34](=[CH:35][CH:36]=[CH:37][CH:38]=2)[CH:33]=1)(=[O:57])=[O:31])[CH2:19][C:20]1[CH:25]=[CH:24][CH:23]=[CH:22][CH:21]=1)=[O:7])([CH3:4])([CH3:2])[CH3:3]. Procedure details: A solution of 2-{2-hydroxy-3-[2-methanesulfonylamino-3-(naphthalen-2-sulfinyl)-propionylamino]-4-phenyl-butyl}-5-methoxy-cyclohexanecarboxylic acid tert-butylamide in dichloromethane (2 ml) was treated with a solution of meta-chloroperbenzoic acid (13 mg) in dichloromethane (1 ml) and the reaction mixture stirred at room temperature for 2 hours. The solution was then washed with 5% aqueous sodium hydrogen carbonate solution, dried (anhydrous magnesium sulfate) and concentrated in vacuo to give 2... The reactants are B.CSC (borane methyl sulphide), OC1C(CN(CC1)CC1=CC=CC=C1)C(=O)N (4-hydroxy-1-(phenylmethyl)-3-piperidinecarboxamide), CO (Methanol). Solvent: C1CCOC1 (THF). Reaction conditions: time 0.5 hour. The product is NCC1CN(CCC1O)CC1=CC=CC=C1 (Racemic 3-(aminomethyl)-1-(phenylmethyl)-4-piperidinol). The yield is 50.7%. RXN SMILES: [OH:1][CH:2]1[CH2:7][CH2:6][N:5]([CH2:8][C:9]2[CH:14]=[CH:13][CH:12]=[CH:11][CH:10]=2)[CH2:4][CH:3]1[C:15]([NH2:17])=O.B.CSC.CO>C1COCC1>[NH2:17][CH2:15][CH:3]1[CH:2]([OH:1])[CH2:7][CH2:6][N:5]([CH2:8][C:9]2[CH:14]=[CH:13][CH:12]=[CH:11][CH:10]=2)[CH2:4]1 |f:1.2|. Reported procedure: A suspension of 4-hydroxy-1-(phenylmethyl)-3-piperidinecarboxamide (5.62 g, 23.9 mmol) in THF (65 mL) was treated dropwise with borane-methyl sulphide complex (2M solution in THF, 26.4 mL, 52.8 mmol). After stirring for 0.5 h at room temperature, the reaction mixture was heated at 80° C. for 1.5 h. Methanol (16 mL) was added and heating continued for 0.5 h. The mixture was evaporated and the residue was chromatographed on silica gel, eluting with 10-30% (2M ammonia/methanol)/dichloromethane to g...